Dataset: the Open Reaction Database (ORD), a public repository of structured organic reaction records. Task: describe an organic reaction: reactants, conditions, products, and yield Reactants: CC(=O)OCC(=O)C1CCCN1C(=O)C1CCCN1C(=O)NCc1ccccc1, O=C([O-])[O-], CO, [K+], [K+], O. The product is O=C(CO)C1CCCN1C(=O)C1CCCN1C(=O)NCc1ccccc1. RXN SMILES: [C:1](=[O:2])([CH3:3])[O:4][CH2:5][C:6](=[O:7])[CH:8]1[N:9]([C:13](=[O:14])[CH:15]2[N:16]([C:20](=[O:21])[NH:22][CH2:23][c:24]3[cH:25][cH:26][cH:27][cH:28][cH:29]3)[CH2:17][CH2:18][CH2:19]2)[CH2:10][CH2:11][CH2:12]1.[C:30](=[O:31])([O-:32])[O-:33].[CH3:36][OH:37].[K+:34].[K+:35].[OH2:38]>>[OH:4][CH2:5][C:6](=[O:7])[CH:8]1[N:9]([C:13](=[O:14])[CH:15]2[N:16]([C:20](=[O:21])[NH:22][CH2:23][c:24]3[cH:25][cH:26][cH:27][cH:28][cH:29]3)[CH2:17][CH2:18][CH2:19]2)[CH2:10][CH2:11][CH2:12]1. Reactants: COC(=O)C=1NN=C(C1)OCC=1C(=NOC1C)C1=CC=C(C=C1)F (5-[3-(4-fluoro-phenyl)-5-methyl-isoxazol-4-ylmethoxy]-2H-pyrazole-3-carboxylic acid methyl ester), C([O-])([O-])=O.[Cs+].[Cs+] (cesium carbonate), CI (methyliodide). The solvent is CN(C)C=O (DMF). Reaction conditions: time 30 minute. Product: COC(=O)C=1N(N=C(C1)OCC=1C(=NOC1C)C1=CC=C(C=C1)F)C (5-[3-(4-Fluoro-phenyl)-5-methyl-isoxazol-4-ylmethoxy]-2-methyl-2H-pyrazole-3-carboxylic acid methyl ester). Isolated yield 51.6%. Reaction SMILES: [CH3:1][O:2][C:3]([C:5]1[NH:6][N:7]=[C:8]([O:10][CH2:11][C:12]2[C:13]([C:18]3[CH:23]=[CH:22][C:21]([F:24])=[CH:20][CH:19]=3)=[N:14][O:15][C:16]=2[CH3:17])[CH:9]=1)=[O:4].[C:25](=O)([O-])[O-].[Cs+].[Cs+].CI>CN(C=O)C>[CH3:1][O:2][C:3]([C:5]1[N:6]([CH3:25])[N:7]=[C:8]([O:10][CH2:11][C:12]2[C:13]([C:18]3[CH:19]=[CH:20][C:21]([F:24])=[CH:22][CH:23]=3)=[N:14][O:15][C:16]=2[CH3:17])[CH:9]=1)=[O:4] |f:1.2.3|. Procedure details: To a solution of 5-[3-(4-fluoro-phenyl)-5-methyl-isoxazol-4-ylmethoxy]-2H-pyrazole-3-carboxylic acid methyl ester (1.37 g, 4.1 mmol) in DMF (10 mL) at room temperature was added cesium carbonate (1.35 g, 4.1 mmol) and methyliodide (587 mg, 0.26 mL, 4.1 mmol) and the resulting mixture stirred for 30 min. The resulting mixture was then evaporated and extracted with ethyl acetate and water. The organic extract was then washed with water, brine, dried over sodium sulfate and evaporated. Purification... Reactants: C(C1=CC=CC=C1)N (benzylamine), C(=O)NC(C1=CC=C(C=C1)C#CC1=CC=CC=C1)(CCC)CCC (N-formyl-α,α-di(n-propyl)- 4-(phenylethynyl)-benzylamine). Product: C(C)C(C1=CC=C(C=C1)C#CC1=CC=CC=C1)(CC)NC (α,α-diethyl-N-methyl-4-(phenylethynyl)-benzylamine), CNC(C1=CC=C(C=C1)C#CC1=CC=CC=C1)(CCC)CCC (N-methyl-α ,α-di(n-propyl)-4-phenylethynyl benzylamine). RXN SMILES: C(N)C1C=CC=CC=1.[CH:9]([NH:11][C:12]([CH2:30][CH2:31][CH3:32])([CH2:27][CH2:28][CH3:29])[C:13]1[CH:18]=[CH:17][C:16]([C:19]#[C:20][C:21]2[CH:26]=[CH:25][CH:24]=[CH:23][CH:22]=2)=[CH:15][CH:14]=1)=O>>[CH2:30]([C:12]([NH:11][CH3:9])([CH2:27][CH3:28])[C:13]1[CH:18]=[CH:17][C:16]([C:19]#[C:20][C:21]2[CH:26]=[CH:25][CH:24]=[CH:23][CH:22]=2)=[CH:15][CH:14]=1)[CH3:31].[CH3:9][NH:11][C:12]([CH2:30][CH2:31][CH3:32])([CH2:27][CH2:28][CH3:29])[C:13]1[CH:18]=[CH:17][C:16]([C:19]#[C:20][C:21]2[CH:26]=[CH:25][CH:24]=[CH:23][CH:22]=2)=[CH:15][CH:14]=1. Reported procedure: When the above experiment is repeated using as alternate starting materials either N-formyl-α,α-diethyl- 4-phenylethynyl)-benzylamine of N-formyl-α,α-di(n-propyl)- 4-(phenylethynyl)-benzylamine there is obtained respectively α,α-diethyl-N-methyl-4-(phenylethynyl)-benzylamine or N-methyl-α ,α-di(n-propyl)-4-phenylethynyl benzylamine.